Dataset: the Open Reaction Database (ORD), a public repository of structured organic reaction records. Task: describe an organic reaction: reactants, conditions, products, and yield Starting materials: Br, O=C([O-])O, COc1ccc(N2CCN(c3ccncc3)CC2)cc1, [Na+]. The product is Oc1ccc(N2CCN(c3ccncc3)CC2)cc1. Reaction SMILES: [BrH:26].[C:21](=[O:22])([OH:23])[O-:24].[CH3:1][O:2][c:3]1[cH:4][cH:5][c:6]([N:9]2[CH2:10][CH2:11][N:12]([c:15]3[cH:16][cH:17][n:18][cH:19][cH:20]3)[CH2:13][CH2:14]2)[cH:7][cH:8]1.[Na+:25]>>[OH:2][c:3]1[cH:4][cH:5][c:6]([N:9]2[CH2:10][CH2:11][N:12]([c:15]3[cH:16][cH:17][n:18][cH:19][cH:20]3)[CH2:13][CH2:14]2)[cH:7][cH:8]1. The reactants are C(C)(C)(C)OC(=O)[C@@H]1N(CCC1)C(CCNCCC(=O)N1[C@H](CCC1)C(=O)OC(C)(C)C)=O ((R)-1-[3-[3-[(R)-2-tert-butoxycarbonyl-pyrrolidin-1-yl]-3-oxo-propylamino]-propionyl]-pyrrolidine-2-carboxylic acid tert-butyl ester), FC(C(=O)O)(F)F (trifluoroacetic acid). The solvent is O (water), ClCCl (dichloromethane). Reaction conditions: time 16 hour. Yields the product FC(C(=O)O)(F)F.C(=O)(O)[C@@H]1N(CCC1)C(CCNCCC(=O)N1[C@H](CCC1)C(=O)O)=O ((R)-1-[3-[3-[(R)-2-Carboxy-pyrrolidin-1-yl]-3-oxo-propylamino]-propionyl]-pyrrolidine-2-carboxylic acid trifluoroacetate). The yield is 76.0%. Reaction SMILES: C([O:5][C:6]([C@H:8]1[CH2:12][CH2:11][CH2:10][N:9]1[C:13](=[O:33])[CH2:14][CH2:15][NH:16][CH2:17][CH2:18][C:19]([N:21]1[CH2:25][CH2:24][CH2:23][C@@H:22]1[C:26]([O:28]C(C)(C)C)=[O:27])=[O:20])=[O:7])(C)(C)C.[F:34][C:35]([F:40])([F:39])[C:36]([OH:38])=[O:37]>ClCCl.O>[F:34][C:35]([F:40])([F:39])[C:36]([OH:38])=[O:37].[C:26]([C@H:22]1[CH2:23][CH2:24][CH2:25][N:21]1[C:19](=[O:20])[CH2:18][CH2:17][NH:16][CH2:15][CH2:14][C:13]([N:9]1[CH2:10][CH2:11][CH2:12][C@@H:8]1[C:6]([OH:7])=[O:5])=[O:33])([OH:28])=[O:27] |f:4.5|. Procedure details: To a stirred solution of 33 mg (0.07 mmol) (R)-1-[3-[3-[(R)-2-tert-butoxycarbonyl-pyrrolidin-1-yl]-3-oxo-propylamino]-propionyl]-pyrrolidine-2-carboxylic acid tert-butyl ester in 5 ml dichloromethane at 0° C. was added dropwise 1.0 ml trifluoroacetic acid and stirring continued for 16 h at room temperature. Concentration in vacuo and azeotroping three times with chloroform on a rotary evaporator afforded, after resuspension in water and subsequent lyophilization, 19 mg (76%) of the title compoun... Starting materials: C1=C(C=CC2=CC=CC=C12)C=1C2=C(NN1)SC(=C2)C#N (3-(naphthalen-2-yl)-1H-thieno[2,3-c]pyrazole-5-carbonitrile), S(O)(O)(=O)=O (sulfuric acid), C(C)(=O)O (acetic acid), ice water. Solvent: O (water). Reaction conditions: temperature 110 celsius. The product is C1=C(C=CC2=CC=CC=C12)C=1C2=C(NN1)SC(=C2)C(=O)O (3-(Naphthalen-2-yl)-1H-thieno[2,3-c]pyrazole-5-carboxylic acid). As a reaction SMILES: [CH:1]1[C:10]2[C:5](=[CH:6][CH:7]=[CH:8][CH:9]=2)[CH:4]=[CH:3][C:2]=1[C:11]1[C:12]2[CH:18]=C(C#N)[S:16][C:13]=2[NH:14][N:15]=1.S(=O)(=O)(O)O.[C:26]([OH:29])(=[O:28])[CH3:27]>O>[CH:1]1[C:10]2[C:5](=[CH:6][CH:7]=[CH:8][CH:9]=2)[CH:4]=[CH:3][C:2]=1[C:11]1[C:12]2[CH:18]=[C:27]([C:26]([OH:29])=[O:28])[S:16][C:13]=2[NH:14][N:15]=1. Procedure details: To a solution of 33 mg of 3-(naphthalen-2-yl)-1H-thieno[2,3-c]pyrazole-5-carbonitrile in 1.0 mL of acetic acid and 0.3 mL of water was added 0.3 mL of concentrated sulfuric acid at room temperature and stirred at 110° C. for a day. After cooling the solution to room temperature, 10 mL of ice water was added, and the precipitated crystals were collected by filtration and washed with water, to afford 33 mg of the title compound as pale brown crystals. Reactants: FC(C1=CC=C(N)C=C1)(F)F (p-trifluoromethylaniline), [OH-].[Na+] (sodium hydroxide), BrC(C(=O)O)C(C)C (α-bromoisovaleric acid), C=1C=CC2=C(C1)C(=O)OC2(C=3C=CC(=CC3)O)C=4C=CC(=CC4)O (phenolphthalein), [OH-].[Na+].CO (sodium hydroxide methanol). Run in CN(C=O)C (dimethylformamide), CO (methanol). Run at time 18 hour. Product: FC(C1=CC=C(C=C1)N[C@@H](C(C)C)C(=O)O)(F)F (N-(p-trifluoromethylphenyl)valine). Reaction SMILES: Br[CH:2]([CH:6]([CH3:8])[CH3:7])[C:3]([OH:5])=[O:4].C1C=CC2C(C3C=CC(O)=CC=3)(C3C=CC(O)=CC=3)OC(=O)C=2C=1.[OH-].[Na+].CO.[F:37][C:38]([F:47])([F:46])[C:39]1[CH:45]=[CH:44][C:42]([NH2:43])=[CH:41][CH:40]=1.[OH-].[Na+]>CO.CN(C)C=O>[F:37][C:38]([F:46])([F:47])[C:39]1[CH:40]=[CH:41][C:42]([NH:43][C@H:2]([C:3]([OH:5])=[O:4])[CH:6]([CH3:8])[CH3:7])=[CH:44][CH:45]=1 |f:2.3.4,6.7|. Reported procedure: Two grams of α-bromoisovaleric acid (0.011 mole) dissolved in 10 ml of methanol is titrated to the phenolphthalein end point at 0° with 2 N sodium hydroxide/methanol. The alcohol is then removed and 10 ml of dimethylformamide and p-trifluoromethylaniline (3.54 g, 0.022 mole) added. The reaction mixture is heated at 100° for 2 hours and left at room temperature about 18 hours. The reaction mixture is poured into 50 ml of 0.1 N sodium hydroxide, washed with ether and the aqueous phase adjusted to ... Starting materials: CN(C)C=O, ClOCl, O=C1c2ccccc2-c2c1[nH]c(=O)c1ccccc21. Yields the product O=C1c2ccccc2-c2c1nc(Cl)c1ccccc21. RXN SMILES: [CH3:23][N:24]([CH3:25])[CH:26]=[O:27].[O:20]([Cl:21])[Cl:22].[cH:1]1[c:2]2[c:3]3[c:4]([nH:5][c:6](=[O:11])[c:7]2[cH:8][cH:9][cH:10]1)[C:12](=[O:19])[c:13]1[cH:14][cH:15][cH:16][cH:17][c:18]1-3>>[cH:1]1[c:2]2[c:3]3[c:4]([n:5][c:6]([Cl:21])[c:7]2[cH:8][cH:9][cH:10]1)[C:12](=[O:19])[c:13]1[cH:14][cH:15][cH:16][cH:17][c:18]1-3. Reactants: CCOC(C)=O, CN(C)C=O, O=C(Cl)C(=O)Cl, CCN(C(=O)OC(C)(C)C)c1ccccc1-c1ccc(C(=O)OC)c(N)c1, C1CCOC1, O, O=C(O)c1cncc(-c2ccccc2)c1, c1ccncc1. The product is CCN(C(=O)OC(C)(C)C)c1ccccc1-c1ccc(C(=O)OC)c(NC(=O)c2cncc(-c3ccccc3)c2)c1. Reaction SMILES: [CH3:49][CH2:50][O:51][C:52](=[O:53])[CH3:54].[CH3:60][N:61]([CH3:62])[CH:63]=[O:64].[Cl:1][C:2]([C:3]([Cl:4])=[O:5])=[O:6].[NH2:22][c:23]1[c:24]([C:25](=[O:26])[O:27][CH3:28])[cH:29][cH:30][c:31](-[c:33]2[c:34]([N:39]([CH2:40][CH3:41])[C:42](=[O:43])[O:44][C:45]([CH3:46])([CH3:47])[CH3:48])[cH:35][cH:36][cH:37][cH:38]2)[cH:32]1.[O:55]1[CH2:56][CH2:57][CH2:58][CH2:59]1.[OH2:71].[c:7]1(-[c:13]2[cH:14][c:15]([C:19](=[O:20])[OH:21])[cH:16][n:17][cH:18]2)[cH:8][cH:9][cH:10][cH:11][cH:12]1.[cH:65]1[cH:66][cH:67][n:68][cH:69][cH:70]1>>[c:7]1(-[c:13]2[cH:14][c:15]([C:19](=[O:21])[NH:22][c:23]3[c:24]([C:25](=[O:26])[O:27][CH3:28])[cH:29][cH:30][c:31](-[c:33]4[c:34]([N:39]([CH2:40][CH3:41])[C:42](=[O:43])[O:44][C:45]([CH3:46])([CH3:47])[CH3:48])[cH:35][cH:36][cH:37][cH:38]4)[cH:32]3)[cH:16][n:17][cH:18]2)[cH:8][cH:9][cH:10][cH:11][cH:12]1.